This data is from the Open Reaction Database (ORD), a public repository of structured organic reaction records. The task is: describe an organic reaction: reactants, conditions, products, and yield Starting materials: CC1(c2ccc([N+](=O)[O-])cc2)OCCO1, [Fe], O, c1ccccc1. Product: CC1(c2ccc(N)cc2)OCCO1. As a reaction SMILES: [CH3:1][C:2]1([c:7]2[cH:8][cH:9][c:10]([N+:13]([O-:14])=[O:15])[cH:11][cH:12]2)[O:3][CH2:4][CH2:5][O:6]1.[Fe:23].[OH2:16].[cH:17]1[cH:18][cH:19][cH:20][cH:21][cH:22]1>>[CH3:1][C:2]1([c:7]2[cH:8][cH:9][c:10]([NH2:13])[cH:11][cH:12]2)[O:3][CH2:4][CH2:5][O:6]1. Starting materials: [H-].[Na+] (NaH), C(C)(C)(C)OC(=O)N1CCC=2C(=C(N3N=CC=C3N2)N2CC(C2)O)CC1 (10-(3-hydroxy-azetidin-1-yl)-5,6,8,9-tetrahydro-1,4,7,10a-tetraaza-cyclohepta[f]indene-7-carboxylic acid tert-butyl ester), C(C1=CC=CC=C1)Br (benzyl bromide). The solvent is C1CCOC1 (THF). Reaction conditions: temperature 0 celsius, time 30 minute. The product is C(C)(C)(C)OC(=O)N1CCC=2C(=C(N3N=CC=C3N2)N2CC(C2)OCC2=CC=CC=C2)CC1 (10-(3-Benzyloxy-azetidin-1-yl)-5,6,8,9-tetrahydro-1,4,7,10a-tetraaza-cyclohepta[f]indene-7-carboxylic acid tert-butyl ester). As a reaction SMILES: [C:1]([O:5][C:6]([N:8]1[CH2:26][CH2:25][C:12]2=[C:13]([N:20]3[CH2:23][CH:22]([OH:24])[CH2:21]3)[N:14]3[C:18]([N:19]=[C:11]2[CH2:10][CH2:9]1)=[CH:17][CH:16]=[N:15]3)=[O:7])([CH3:4])([CH3:3])[CH3:2].[H-].[Na+].[CH2:29](Br)[C:30]1[CH:35]=[CH:34][CH:33]=[CH:32][CH:31]=1>C1COCC1>[C:1]([O:5][C:6]([N:8]1[CH2:26][CH2:25][C:12]2=[C:13]([N:20]3[CH2:21][CH:22]([O:24][CH2:29][C:30]4[CH:35]=[CH:34][CH:33]=[CH:32][CH:31]=4)[CH2:23]3)[N:14]3[C:18]([N:19]=[C:11]2[CH2:10][CH2:9]1)=[CH:17][CH:16]=[N:15]3)=[O:7])([CH3:4])([CH3:2])[CH3:3] |f:1.2|. Reported procedure: To 200 mg (0.56 mmol) 10-(3-hydroxy-azetidin-1-yl)-5,6,8,9-tetrahydro-1,4,7,10a-tetraaza-cyclohepta[f]indene-7-carboxylic acid tert-butyl ester in 10 mL anhydrous THF maintained at 0° C. for 30 minutes was added 320 mg (6.72 mmol, 60% dispersion in mineral oil) NaH under an atmosphere of nitrogen and the reaction was stirred at 0° C. for 30 minutes. 0.8 mL (6.80 mmol) benzyl bromide was added and the reaction was heated at 65° C. for 16 hours. The reaction mixture was allowed to cool to room tem... The reactants are Cl.C(C)(OCC)=N (ethyl acetimidate hydrochloride), NCC(=O)NC1=C(C=CC=C1C)C (2-amino-2',6'-dimethylacetanilide). Solvent: C(C)O (ethanol). Reaction conditions: time 2 day. The product is Cl.CC1=C(C(=CC=C1)C)NC(=O)CNC(C)=NCC(NC1=C(C=CC=C1C)C)=O (N,N'-bis [(2,6-dimethylphenyl)carbamoylmethyl]acetamidine hydrochloride). Reaction SMILES: [ClH:1].[C:2](=[NH:7])([O:4]CC)[CH3:3].[NH2:8][CH2:9][C:10]([NH:12][C:13]1[C:18]([CH3:19])=[CH:17][CH:16]=[CH:15][C:14]=1[CH3:20])=[O:11]>C(O)C>[ClH:1].[CH3:20][C:14]1[CH:15]=[CH:16][CH:17]=[C:18]([CH3:19])[C:13]=1[NH:12][C:10]([CH2:9][NH:8][C:9](=[N:8][CH2:3][C:2](=[O:7])[NH:4][C:13]1[C:18]([CH3:19])=[CH:17][CH:16]=[CH:15][C:14]=1[CH3:20])[CH3:10])=[O:11] |f:0.1,4.5|. Procedure: 4.85 Grams (0.039 mole) of ethyl acetimidate hydrochloride and 7.0 g of 2-amino-2',6'-dimethylacetanilide were dissolved in 75 ml of anhydrous ethanol and stirred at room temperature for two days. The solid which formed was collected on a filter, recrystallized from ethanol, and dried overnight under vacuum at 60° C. M.P. 240°-241° C. Reactants: CN(C)CCNC(=O)c1cccn2c(=O)c3ccc(Br)cc3nc12, Cc1ccccc1, [Na+], [Na+], O=C([O-])[O-], OB(O)c1cccnc1. The product is CN(C)CCNC(=O)c1cccn2c(=O)c3ccc(-c4cccnc4)cc3nc12. RXN SMILES: [Br:1][c:2]1[cH:3][cH:4][c:5]2[c:6](=[O:24])[n:7]3[c:8]([n:9][c:10]2[cH:11]1)[c:12]([C:16](=[O:17])[NH:18][CH2:19][CH2:20][N:21]([CH3:22])[CH3:23])[cH:13][cH:14][cH:15]3.[CH3:40][c:41]1[cH:42][cH:43][cH:44][cH:45][cH:46]1.[Na+:34].[Na+:35].[O-:36][C:37](=[O:38])[O-:39].[n:25]1[cH:26][c:27]([B:31]([OH:32])[OH:33])[cH:28][cH:29][cH:30]1>>[c:2]1(-[c:27]2[cH:26][n:25][cH:30][cH:29][cH:28]2)[cH:3][cH:4][c:5]2[c:6](=[O:24])[n:7]3[c:8]([n:9][c:10]2[cH:11]1)[c:12]([C:16](=[O:17])[NH:18][CH2:19][CH2:20][N:21]([CH3:22])[CH3:23])[cH:13][cH:14][cH:15]3. Starting materials: C[C@H]1[C@@H](CC(CC1)=O)C(=O)OCC (Ethyl (1R,2R)-2-methylcyclohexane-5-one1-carboxylate), CCC([BH-](C(CC)C)C(CC)C)C.[K+] (K-Selectride), OO (hydrogen peroxide). The solvent is C1CCOC1 (THF). Conditions: temperature -50 celsius, time 4 hour. Product: O[C@H]1CC[C@H]([C@@H](C1)C(=O)OCC)C (Ethyl (1R,2R,5S)-5-hydroxy-2-methylcyclohexane-1-carboxylate). Isolated yield 83.0%. Reaction SMILES: [CH3:1][C@@H:2]1[CH2:7][CH2:6][C:5](=[O:8])[CH2:4][C@H:3]1[C:9]([O:11][CH2:12][CH3:13])=[O:10].CCC(C)[BH-](C(C)CC)C(C)CC.[K+].OO>C1COCC1>[OH:8][C@@H:5]1[CH2:4][C@@H:3]([C:9]([O:11][CH2:12][CH3:13])=[O:10])[C@H:2]([CH3:1])[CH2:7][CH2:6]1 |f:1.2|. Procedure details: To a cold (−78° C.) solution of 11 (14.9 g, 80.8 mmol) in THF (250 mL) was added K-Selectride (potassium tri-sec-butylborohydride) (95.0 mmol, 1.0 M in THF). After addition was complete, the mixture was allowed to warm to −50° C. and stirred for an additional 4 h, whereupon the reaction was complete by TLC. The reaction was quenched by addition to 2.2 M NaH2PO4/K2HPO4 buffer (300 mL, pH =7). This was cooled (0° C.) and 30% hydrogen peroxide (42 mL, 370 mmol) was added and the mixture was allowed...